Task: describe an organic reaction: reactants, conditions, products, and yield. Dataset: the Open Reaction Database (ORD), a public repository of structured organic reaction records The reactants are CC(NC1=NC2=C(C=CC=C2N=C1C)C1=CC=2C(NCCC2N1)=O)(C)C(=O)OC (methyl 2-methyl-N-(3-methyl-8-(4-oxo-4,5,6,7-tetrahydro-1H-pyrrolo[3,2-c]pyridin-2-yl)-2-quinoxalinyl)alaninate), [Li+].[OH-] (LiOH), CO (MeOH), Cl (HCl). The solvent is [NH4+].[Cl-] (NH4Cl). Reaction conditions: temperature 25 celsius, time 16 hour. The product is CC(C(=O)O)(C)NC1=NC2=C(C=CC=C2N=C1C)C1=CC=2C(NCCC2N1)=O (2-methyl-2-((3-methyl-8-(4-oxo-4,5,6,7-tetrahydro-1H-pyrrolo[3,2-c]pyridin-2-yl)quinoxalin-2-yl)amino)propanoic acid). Reaction SMILES: [CH3:1][C:2]([C:26]([O:28]C)=[O:27])([CH3:25])[NH:3][C:4]1[C:13]([CH3:14])=[N:12][C:11]2[C:6](=[C:7]([C:15]3[NH:23][C:22]4[CH2:21][CH2:20][NH:19][C:18](=[O:24])[C:17]=4[CH:16]=3)[CH:8]=[CH:9][CH:10]=2)[N:5]=1.[Li+].[OH-].CO.Cl>[NH4+].[Cl-]>[CH3:25][C:2]([NH:3][C:4]1[C:13]([CH3:14])=[N:12][C:11]2[C:6](=[C:7]([C:15]3[NH:23][C:22]4[CH2:21][CH2:20][NH:19][C:18](=[O:24])[C:17]=4[CH:16]=3)[CH:8]=[CH:9][CH:10]=2)[N:5]=1)([CH3:1])[C:26]([OH:28])=[O:27] |f:1.2,5.6|. Reported procedure: A suspension of methyl 2-methyl-N-(3-methyl-8-(4-oxo-4,5,6,7-tetrahydro-1H-pyrrolo[3,2-c]pyridin-2-yl)-2-quinoxalinyl)alaninate (Ex. 57, 160 mg, 0.407 mmol), LiOH (51.2 mg, 1.220 mmol), and MeOH (2 mL) was stirred at 25° C. for 16 h. The reaction was then diluted with saturated aq. NH4Cl (10 mL) and neutralized to ˜pH 6 with 5 N HCl (aq). The resulting solution was extracted with 15% IPA:CHCl3 (3×30 mL) and the combined organic extracts were dried over Na2SO4, filtered, and concentrated under re... Starting materials: FC=1C=C(C=C(C1NS(=O)(=O)C)F)C(C)NC(=O)C=1N=C(OC1)Cl (2-Chloro-oxazole-4-carboxylic acid [1-(3,5-difluoro-4-methanesulfonylamino-phenyl)-ethyl]-amide), FC(C(C)C=1C=C(C=CC1)O)(F)F (3-(1-trifluoromethylethyl)phenol). Product: FC=1C=C(C=C(C1NS(=O)(=O)C)F)C(C)NC(=O)C=1N=C(OC1)OC1=CC(=CC=C1)C(C(F)(F)F)C (2-[3-(2,2,2-Trifluoro-1-methyl-ethyl)-phenoxy]-oxazole-4-carboxylic acid [1-(3,5-difluoro-4-methanesulfonylamino-phenyl)-ethyl]-amide). Yield: 86.7%. Reaction SMILES: [F:1][C:2]1[CH:3]=[C:4]([CH:14]([NH:16][C:17]([C:19]2[N:20]=[C:21](Cl)[O:22][CH:23]=2)=[O:18])[CH3:15])[CH:5]=[C:6]([F:13])[C:7]=1[NH:8][S:9]([CH3:12])(=[O:11])=[O:10].[F:25][C:26]([F:37])([F:36])[CH:27]([C:29]1[CH:30]=[C:31]([OH:35])[CH:32]=[CH:33][CH:34]=1)[CH3:28]>>[F:1][C:2]1[CH:3]=[C:4]([CH:14]([NH:16][C:17]([C:19]2[N:20]=[C:21]([O:35][C:31]3[CH:32]=[CH:33][CH:34]=[C:29]([CH:27]([CH3:28])[C:26]([F:25])([F:36])[F:37])[CH:30]=3)[O:22][CH:23]=2)=[O:18])[CH3:15])[CH:5]=[C:6]([F:13])[C:7]=1[NH:8][S:9]([CH3:12])(=[O:11])=[O:10]. Reported procedure: 2-Chloro-oxazole-4-carboxylic acid [1-(3,5-difluoro-4-methanesulfonylamino-phenyl)-ethyl]-amide (30 mg, 0.08 mmol) was reacted with 3-(1-trifluoromethylethyl)phenol (20 mg, 0.11 mmol) to give the title compound (37 mg, 88%) after purification by flash chromatography on silica gel (gradient 12% to 100% EtOAc in n-hexane). The reactants are COC(=O)C(C)Cc1cccc(CN)c1, O=Cc1ccc(-n2cccn2)cc1. The product is COC(=O)C(C)Cc1cccc(CNCc2ccc(-n3cccn3)cc2)c1. As a reaction SMILES: [CH3:1][O:2][C:3]([CH:4]([CH2:5][c:6]1[cH:7][c:8]([CH2:12][NH2:13])[cH:9][cH:10][cH:11]1)[CH3:14])=[O:15].[n:16]1(-[c:21]2[cH:22][cH:23][c:24]([CH:25]=[O:26])[cH:27][cH:28]2)[n:17][cH:18][cH:19][cH:20]1>>[CH3:1][O:2][C:3]([CH:4]([CH2:5][c:6]1[cH:7][c:8]([CH2:12][NH:13][CH2:25][c:24]2[cH:23][cH:22][c:21](-[n:16]3[n:17][cH:18][cH:19][cH:20]3)[cH:28][cH:27]2)[cH:9][cH:10][cH:11]1)[CH3:14])=[O:15]. Reactants: BrC(C(=O)C1=CC=C(C=C1)CC)C (2-bromo-4'-ethylpropiophenone), C(C1=CC=CC=C1)C1CCNCC1 (4-benzylpiperidine), C([O-])([O-])=O.[K+].[K+] (potassium carbonate). Run in C(C)O (ethanol). Yields the product C(C1=CC=CC=C1)C1CCN(CC1)C(C(=O)C1=CC=C(C=C1)CC)C (2-(4-Benzylpiperidino)-4'-ethylpropiophenone). RXN SMILES: Br[CH:2]([CH3:13])[C:3]([C:5]1[CH:10]=[CH:9][C:8]([CH2:11][CH3:12])=[CH:7][CH:6]=1)=[O:4].[CH2:14]([CH:21]1[CH2:26][CH2:25][NH:24][CH2:23][CH2:22]1)[C:15]1[CH:20]=[CH:19][CH:18]=[CH:17][CH:16]=1.C(=O)([O-])[O-].[K+].[K+]>C(O)C>[CH2:14]([CH:21]1[CH2:26][CH2:25][N:24]([CH:2]([CH3:13])[C:3]([C:5]2[CH:10]=[CH:9][C:8]([CH2:11][CH3:12])=[CH:7][CH:6]=2)=[O:4])[CH2:23][CH2:22]1)[C:15]1[CH:20]=[CH:19][CH:18]=[CH:17][CH:16]=1 |f:2.3.4|. Reported procedure: A mixture of 17.2 g of 2-bromo-4'-ethylpropiophenone, 12.5 g of 4-benzylpiperidine and 9.9 g of potassium carbonate in 250 ml of dry ethanol is heated under reflux for 4 hours, with stirring. The inorganic product is filtered off and washed with ethanol and the alcohol phase is concentrated in vacuo. The oily residue is taken up in diethyl ether and the mixture is extracted twice with dilute hydrochloric acid. After it has been rendered clearly alkaline with sodium hydroxide, the acid aqueous ph... Starting materials: O=C([O-])[O-], C=CCBr, CCCCCCC(C)(C)c1ccc(C2=CCCNC2)c(O)c1, C=CCOc1cc(C(C)(C)CCCCCC)ccc1C1=CCCN(CC=C)C1, CCO, [K+], [K+]. The product is C=CCN1CCC=C(c2ccc(C(C)(C)CCCCCC)cc2O)C1. RXN SMILES: [C:23](=[O:24])([O-:25])[O-:26].[CH2:29]([Br:30])[CH:31]=[CH2:32].[CH3:1][C:2]([c:3]1[cH:4][cH:5][c:6]([C:7]2=[CH:12][CH2:11][CH2:10][NH:9][CH2:8]2)[c:13]([OH:14])[cH:15]1)([CH3:16])[CH2:17][CH2:18][CH2:19][CH2:20][CH2:21][CH3:22].[CH3:33][C:34]([CH2:35][CH2:36][CH2:37][CH2:38][CH2:39][CH3:40])([CH3:41])[c:42]1[cH:43][c:44]([O:57][CH2:58][CH:59]=[CH2:60])[c:45]([C:48]2=[CH:53][CH2:52][CH2:51][N:50]([CH2:54][CH:55]=[CH2:56])[CH2:49]2)[cH:46][cH:47]1.[CH3:61][CH2:62][OH:63].[K+:27].[K+:28]>>[CH3:33][C:34]([CH2:35][CH2:36][CH2:37][CH2:38][CH2:39][CH3:40])([CH3:41])[c:42]1[cH:43][c:44]([OH:57])[c:45]([C:48]2=[CH:53][CH2:52][CH2:51][N:50]([CH2:54][CH:55]=[CH2:56])[CH2:49]2)[cH:46][cH:47]1.